This data is from the Open Reaction Database (ORD), a public repository of structured organic reaction records. The task is: describe an organic reaction: reactants, conditions, products, and yield Reactants: N[C@H](CN1N=C(C=C1)C1=CC(=C(C#N)C(=C1)F)Cl)C ((S)-4-(1-(2-aminopropyl)-1H-pyrazol-3-yl)-2-chloro-6-fluorobenzonitrile), FC1=C(N=C2N1C=CC=C2)C(=O)O (3-fluoroimidazo[1,2-a]pyridine-2-carboxylic acid). Yields the product ClC=1C=C(C=C(C1C#N)F)C1=NN(C=C1)C[C@H](C)NC(=O)C=1N=C2N(C=CC=C2)C1F ((S)—N-(1-(3-(3-chloro-4-cyano-5-fluorophenyl)-1H-pyrazol-1-yl)propan-2-yl)-3-fluoroimidazo[1,2-a]pyridine-2-carboxamide). Isolated yield 37.9%. Reaction SMILES: [NH2:1][C@@H:2]([CH3:19])[CH2:3][N:4]1[CH:8]=[CH:7][C:6]([C:9]2[CH:16]=[C:15]([F:17])[C:12]([C:13]#[N:14])=[C:11]([Cl:18])[CH:10]=2)=[N:5]1.[F:20][C:21]1[N:25]2[CH:26]=[CH:27][CH:28]=[CH:29][C:24]2=[N:23][C:22]=1[C:30](O)=[O:31]>>[Cl:18][C:11]1[CH:10]=[C:9]([C:6]2[CH:7]=[CH:8][N:4]([CH2:3][C@@H:2]([NH:1][C:30]([C:22]3[N:23]=[C:24]4[CH:29]=[CH:28][CH:27]=[CH:26][N:25]4[C:21]=3[F:20])=[O:31])[CH3:19])[N:5]=2)[CH:16]=[C:15]([F:17])[C:12]=1[C:13]#[N:14]. Procedure: The title compound was prepared using the method of Example 34(d) starting from (S)-4-(1-(2-aminopropyl)-1H-pyrazol-3-yl)-2-chloro-6-fluorobenzonitrile (0.1 g, 0.359 mmol) and 3-fluoroimidazo[1,2-a]pyridine-2-carboxylic acid (0.084 g, 0.466 mmol). The product was purified by recrystallization from acetonitrile. Yield 37.9%. 1H-NMR (400 MHz; CDCl3): δ 1.25 (d, 3H), 4.30 (dd, 1H), 4.46 (dd, 1H), 4.59-3.69 (m, 1H), 6.62 (d, 1H), 6.91-6.96 (m, 1H), 7.24-7.29 (m, 1H), 7.52-7.56 (m, 2H), 7.76-7.80 (m,... Starting materials: CCN=C=NCCCN(C)C.Cl (EDCI.HCl), CCN(C(C)C)C(C)C (DIPEA), C1(=CC=CC=C1)C1=CC(=NN1)C(=O)NCC(=O)O ([(5-phenyl-1H-pyrazole-3-carbonyl)-amino]-acetic acid), C=1C=CC2=C(C1)N=NN2O (HOBt), Cl.FC=1C=C(OC2CCNCC2)C=C(C1F)F (4-(3,4,5-trifluoro-phenoxy)-piperidine hydrochloride). The solvent is O (water), CN(C)C=O (DMF). Conditions: time 2 minute. The product is O=C(CNC(=O)C1=NNC(=C1)C1=CC=CC=C1)N1CCC(CC1)OC1=CC(=C(C(=C1)F)F)F (5-phenyl-1H-pyrazole-3-carboxylic acid {2-oxo-2-[4-(3,4,5-trifluoro-phenoxy)-piperidin-1-yl]-ethyl}-amide). The yield is 18.9%. RXN SMILES: CCN(C(C)C)C(C)C.[C:10]1([C:16]2[NH:20][N:19]=[C:18]([C:21]([NH:23][CH2:24][C:25]([OH:27])=O)=[O:22])[CH:17]=2)[CH:15]=[CH:14][CH:13]=[CH:12][CH:11]=1.C1C=CC2N(O)N=NC=2C=1.CCN=C=NCCCN(C)C.Cl.Cl.[F:51][C:52]1[CH:53]=[C:54]([CH:62]=[C:63]([F:66])[C:64]=1[F:65])[O:55][CH:56]1[CH2:61][CH2:60][NH:59][CH2:58][CH2:57]1>CN(C=O)C.O>[O:27]=[C:25]([N:59]1[CH2:60][CH2:61][CH:56]([O:55][C:54]2[CH:53]=[C:52]([F:51])[C:64]([F:65])=[C:63]([F:66])[CH:62]=2)[CH2:57][CH2:58]1)[CH2:24][NH:23][C:21]([C:18]1[CH:17]=[C:16]([C:10]2[CH:11]=[CH:12][CH:13]=[CH:14][CH:15]=2)[NH:20][N:19]=1)=[O:22] |f:3.4,5.6|. Procedure: DIPEA (135 mg, 1.0 mmol) was added to a stirred solution of [(5-phenyl-1H-pyrazole-3-carbonyl)-amino]-acetic acid (69 mg, 0.3 mmol) in DMF (2.0 mL) followed by HOBt (61 mg, 0.45 mmol) and EDCI.HCl (85 mg, 0.45 mmol). After 2 minutes of stirring, 4-(3,4,5-trifluoro-phenoxy)-piperidine hydrochloride (75 mg, 0.3 mmol) (prepared according to Step 1 and 5 of the General Scheme) was added and stirring was continued at ambient temperature overnight. The reaction mixture was diluted with water, extracte... The reactants are ClC1=C(C#N)C(=CC=C1[N+](=O)[O-])C (2-chloro-6-methyl-3-nitrobenzonitrile), stannous chloride dihydrate. The solvent is C(C)O (ethanol), Cl (hydrochloric acid), O (water). Yields the product ClC1=C(N)C=CC(=C1C#N)C (2-chloro-3-cyano-4-methylaniline). Yield: 31.8%. As a reaction SMILES: [Cl:1][C:2]1[C:9]([N+:10]([O-])=O)=[CH:8][CH:7]=[C:6]([CH3:13])[C:3]=1[C:4]#[N:5]>C(O)C.Cl.O>[Cl:1][C:2]1[C:3]([C:4]#[N:5])=[C:6]([CH3:13])[CH:7]=[CH:8][C:9]=1[NH2:10]. Procedure: A solution of 2-chloro-6-methyl-3-nitrobenzonitrile (6.3 g) in ethanol (23 ml) was added to a solution of stannous chloride dihydrate (21.7 g) in concentrated hydrochloric acid (19 ml). The mixture was then heated at reflux for 15 minutes, cooled and diluted with water (200 ml). The fine white powder which precipitated was separated, dried and crystallized from ethanol (10 ml) to give 2-chloro-3-cyano-4-methylaniline (1.7 g), m.p. 117°-119° C., in the form of colourless crystals. The reactants are BrC1=CC(=C(S1)C1=C(N=C2N1N=C(C=C2C(CC)CC)C)C)C (3-(5-Bromo-3-methyl-thiophen-2-yl)-8-(1-ethyl-propyl)-2,6-dimethyl-imidazo[1,2-b]pyridazine), O1C=NC=C1 (oxazole), C(C)(C)(C)[Li] (t-Bu-Li), CCCCCC (hexane). Reagents/catalysts: C1=CC=C(C=C1)P([C-]2C=CC=C2)C3=CC=CC=C3.C1=CC=C(C=C1)P([C-]2C=CC=C2)C3=CC=CC=C3.Cl[Pd]Cl.[Fe+2] (PdCl2(dppf)), [Cl-].[Cl-].[Zn+2] (ZnCl2). Run in CCOC(=O)C (EtOAc), C1CCOC1 (THF), C1CCOC1 (THF). Run at temperature -78 celsius, time 15 minute. The product is C(C)C(CC)C=1C=2N(N=C(C1)C)C(=C(N2)C)C=2SC(=CC2C)C=2OC=CN2 (8-(1-ethyl-propyl)-2,6-dimethyl-3-(3-methyl-5-oxazol-2-yl-thiophen-2-yl)-imidazo[1,2-b]pyridazine). Yield: 5.2%. RXN SMILES: [O:1]1[CH:5]=[CH:4][N:3]=[CH:2]1.C([Li])(C)(C)C.CCCCCC.Br[C:18]1[S:22][C:21]([C:23]2[N:27]3[N:28]=[C:29]([CH3:37])[CH:30]=[C:31]([CH:32]([CH2:35][CH3:36])[CH2:33][CH3:34])[C:26]3=[N:25][C:24]=2[CH3:38])=[C:20]([CH3:39])[CH:19]=1>CCOC(C)=O.[Cl-].[Cl-].[Zn+2].C1C=CC(P(C2C=CC=CC=2)[C-]2C=CC=C2)=CC=1.C1C=CC(P(C2C=CC=CC=2)[C-]2C=CC=C2)=CC=1.Cl[Pd]Cl.[Fe+2].C1COCC1>[CH2:33]([CH:32]([C:31]1[C:26]2[N:27]([C:23]([C:21]3[S:22][C:18]([C:2]4[O:1][CH:5]=[CH:4][N:3]=4)=[CH:19][C:20]=3[CH3:39])=[C:24]([CH3:38])[N:25]=2)[N:28]=[C:29]([CH3:37])[CH:30]=1)[CH2:35][CH3:36])[CH3:34] |f:5.6.7,8.9.10.11|. Procedure: To a −78° C. solution of oxazole (0.14 g, 2.04 mmol) and THF (3 mL) is added 1.6 M t-Bu-Li in hexane (1.32 mL, 2.14 mmol). The mixture is stirred at −78° C. for 15 minutes. 0.5 M ZnCl2 in THF (4.3 mL, 2.14 mmol) is added and the solution warmed to ambient temperature. 3-(5-Bromo-3-methyl-thiophen-2-yl)-8-(1-ethyl-propyl)-2,6-dimethyl-imidazo[1,2-b]pyridazine (0.40 g, 1.02 mmol) and PdCl2(dppf) (0.037 g, 0.051 mmol) is added and mixture is stirred at 65° C. overnight, diluted with EtOAc (30 mL), ... Reactants: C(C)(C)N(CC)C(C)C (diisopropylethylamine), C(C1=CC=CC=C1)OC(=O)Cl (Benzylchloroformate). Solvent: C1CCOC1 (THF). Reaction conditions: temperature 0 celsius. Yields the product C(C1=CC=CC=C1)OC(=O)N1CCC(CC1)CCO (2(N-Benzyloxycarbonylpiperidin-4-yl)ethanol). RXN SMILES: C([N:4]([CH:7]([CH3:9])C)[CH2:5][CH3:6])(C)C.[CH2:10]([O:17][C:18](Cl)=[O:19])[C:11]1[CH:16]=[CH:15][CH:14]=[CH:13][CH:12]=1>C1COCC1>[CH2:10]([O:17][C:18]([N:4]1[CH2:5][CH2:6][CH:12]([CH2:11][CH2:10][OH:17])[CH2:9][CH2:7]1)=[O:19])[C:11]1[CH:16]=[CH:15][CH:14]=[CH:13][CH:12]=1. Reported procedure: A solution of 3-1 (Aldrich) (25 g, 0.94 mol) in THF (400 mL) was treated with diisopropylethylamine (67 mL, 0.388 mol) and cooled to 0° C. under argon. Benzylchloroformate (27.6 mL, 0.194 mol) was added and the reaction was allowed to warm to room temperature. The reaction was concentrated, the residue was diluted with Et2O (300 mL), washed with water, 10% KHSO4 solution and brine, dried (MgSO4), filtered and evaporated to give 3-2 as an oil. Rf (35% EtOAc/Hexanes) 0.08 1H NMR (300 MHz, CDCl3) δ... Reactants: CCO, CCN(C(C)C)C(C)C, Cl, I, NCCCCCCCCCCCC(N)=O, CSC(=N)NC(=O)c1nc(Cl)c(N)nc1N. The product is NC(=O)CCCCCCCCCCCNC(N)=NC(=O)c1nc(Cl)c(N)nc1N. As a reaction SMILES: [CH3:43][CH2:44][OH:45].[CH:1]([N:2]([CH:3]([CH3:4])[CH3:5])[CH2:6][CH3:7])([CH3:8])[CH3:9].[ClH:10].[IH:26].[NH2:11][CH2:12][CH2:13][CH2:14][CH2:15][CH2:16][CH2:17][CH2:18][CH2:19][CH2:20][CH2:21][CH2:22][C:23](=[O:24])[NH2:25].[NH2:27][c:28]1[c:29]([C:36](=[O:37])[NH:38][C:39]([S:40][CH3:41])=[NH:42])[n:30][c:31]([Cl:35])[c:32]([NH2:34])[n:33]1>>[NH:11]([CH2:12][CH2:13][CH2:14][CH2:15][CH2:16][CH2:17][CH2:18][CH2:19][CH2:20][CH2:21][CH2:22][C:23](=[O:24])[NH2:25])[C:39](=[N:38][C:36]([c:29]1[c:28]([NH2:27])[n:33][c:32]([NH2:34])[c:31]([Cl:35])[n:30]1)=[O:37])[NH2:42].